describe an organic reaction: reactants, conditions, products, and yield From a dataset of the Open Reaction Database (ORD), a public repository of structured organic reaction records. Starting materials: ClCCl, CN(C)C=Cc1cc(Cl)c([N+](=O)[O-])cc1Cl, O, O=C(O)C(=O)O. Product: O=CCc1cc(Cl)c([N+](=O)[O-])cc1Cl. Reaction SMILES: [CH2:23]([Cl:24])[Cl:25].[Cl:1][c:2]1[c:3]([N+:14](=[O:15])[O-:16])[cH:4][c:5]([Cl:13])[c:6]([CH:8]=[CH:9][N:10]([CH3:11])[CH3:12])[cH:7]1.[OH2:26].[OH:17][C:18]([C:19](=[O:20])[OH:21])=[O:22]>>[Cl:1][c:2]1[c:3]([N+:14](=[O:15])[O-:16])[cH:4][c:5]([Cl:13])[c:6]([CH2:8][CH:9]=[O:17])[cH:7]1. Starting materials: N1=CC(=CC=C1)S(=O)(=O)NC=1C=C(C=CC1)C=1NC(C(C(=O)O)=CC1)=O (6-[3-(3-pyridinylsulfonylamino)phenyl]-1,2-dihydro-2-oxonicotinic acid), S(=O)(Cl)Cl (thionyl chloride). Reaction conditions: time 8 hour. Product: Cl.N1=CC(=CC=C1)S(=O)(=O)NC=1C=C(C=CC1)C=1NC(C(C(=O)Cl)=CC1)=O (6-[3-(3-pyridinylsulfonylamino)phenyl]-1,2-dihydro-2-oxonicotinic acid chloride hydrochloride). RXN SMILES: [N:1]1[CH:6]=[CH:5][CH:4]=[C:3]([S:7]([NH:10][C:11]2[CH:12]=[C:13]([C:17]3[NH:18][C:19](=[O:26])[C:20](=[CH:24][CH:25]=3)[C:21](O)=[O:22])[CH:14]=[CH:15][CH:16]=2)(=[O:9])=[O:8])[CH:2]=1.S(Cl)([Cl:29])=O>>[ClH:29].[N:1]1[CH:6]=[CH:5][CH:4]=[C:3]([S:7]([NH:10][C:11]2[CH:12]=[C:13]([C:17]3[NH:18][C:19](=[O:26])[C:20](=[CH:24][CH:25]=3)[C:21]([Cl:29])=[O:22])[CH:14]=[CH:15][CH:16]=2)(=[O:9])=[O:8])[CH:2]=1 |f:2.3|. Procedure details: A mixture of 7.5 g (20 mmol) of the above pyridone acid and 25 ml of thionyl chloride is stirred overnight at room temperature. The solid is filtered, washed with ether and dried under high vacuum over phosphorus pentoxide to give 8.62 g of 6-[3-(3-pyridinylsulfonylamino)phenyl]-1,2-dihydro-2-oxonicotinic acid chloride hydrochloride.